From a dataset of the Open Reaction Database (ORD), a public repository of structured organic reaction records. describe an organic reaction: reactants, conditions, products, and yield The reactants are [OH-].[Na+] (sodium hydroxide), C1=C2C3=C(NC2=CC=C1)CC1=CC=CC=C13 (5,6-Dihydroindeno[2,1-b]indole), C(#N)[BH3-].[Na+] (sodium cyanoborohydride), ice water. Run in C(C)(=O)O (acetic acid). Run at time 1 hour. Product: C1=C2[C@@H]3[C@H](NC2=CC=C1)CC1=CC=CC=C13 (cis-5,5a,6,10b-Tetrahydroindeno[2,1-b]indole). As a reaction SMILES: [CH:1]1[CH:9]=[CH:8][CH:7]=[C:6]2[C:2]=1[C:3]1[C:16]3[C:11](=[CH:12][CH:13]=[CH:14][CH:15]=3)[CH2:10][C:4]=1[NH:5]2.C([BH3-])#N.[Na+].[OH-].[Na+]>C(O)(=O)C>[CH:1]1[CH:9]=[CH:8][CH:7]=[C:6]2[C:2]=1[C@H:3]1[C:16]3[C:11](=[CH:12][CH:13]=[CH:14][CH:15]=3)[CH2:10][C@H:4]1[NH:5]2 |f:1.2,3.4|. Reported procedure: 5,6-Dihydroindeno[2,1-b]indole (185 mg, 0.9 mmol) was reacted with sodium cyanoborohydride (310 mg, 5 mmol), in glacial acetic acid (5 cm3), for six hours. The solution was poured into ice/water, and stirred for one hour. It was then neutralised with sodium hydroxide, and the white solid which formed was collected by filtration, washed with water, dried and purified by "flash" chromatography (10% EtOAc/petrol 60°-80° C., Rf 30% EtOAc/petrol (60°-80° C.) 0.6) to yield the title compound as a colo... Starting materials: C(C)(=O)OC(C)=O (Acetic anhydride), OC(C1CCC=2N(C3=CC=CC=C3C2C)C1=O)C=1N=CN(C1C)C(C1=CC=CC=C1)(C1=CC=CC=C1)C1=CC=CC=C1 (8,9-dihydro-7-[(hydroxy)(5-methyl-1-trityl-1H-imidazol-4-yl)methyl]-10-methylpyrido[1,2-a]indol-6(7H)-one). The solvent is N1=CC=CC=C1 (pyridine). Conditions: time 20 hour. The product is C(C)(=O)OC(C1CCC=2N(C3=CC=CC=C3C2C)C1=O)C=1N=CN(C1C)C(C1=CC=CC=C1)(C1=CC=CC=C1)C1=CC=CC=C1 (7-[(acetoxy)(5-methyl-1-trityl-1H-imidazol-4-yl)methyl]8,9-dihydro-10-methylpyrido[1,2-a]indol-6(7H)-one). Reaction SMILES: [C:1](OC(=O)C)(=[O:3])[CH3:2].[OH:8][CH:9]([C:25]1[N:26]=[CH:27][N:28]([C:31]([C:44]2[CH:49]=[CH:48][CH:47]=[CH:46][CH:45]=2)([C:38]2[CH:43]=[CH:42][CH:41]=[CH:40][CH:39]=2)[C:32]2[CH:37]=[CH:36][CH:35]=[CH:34][CH:33]=2)[C:29]=1[CH3:30])[CH:10]1[C:23](=[O:24])[N:14]2[C:15]3[C:20]([C:21]([CH3:22])=[C:13]2[CH2:12][CH2:11]1)=[CH:19][CH:18]=[CH:17][CH:16]=3>N1C=CC=CC=1>[C:1]([O:8][CH:9]([C:25]1[N:26]=[CH:27][N:28]([C:31]([C:32]2[CH:33]=[CH:34][CH:35]=[CH:36][CH:37]=2)([C:44]2[CH:45]=[CH:46][CH:47]=[CH:48][CH:49]=2)[C:38]2[CH:39]=[CH:40][CH:41]=[CH:42][CH:43]=2)[C:29]=1[CH3:30])[CH:10]1[C:23](=[O:24])[N:14]2[C:15]3[C:20]([C:21]([CH3:22])=[C:13]2[CH2:12][CH2:11]1)=[CH:19][CH:18]=[CH:17][CH:16]=3)(=[O:3])[CH3:2]. Procedure: Acetic anhydride (5 ml) was added to a solution of 8,9-dihydro-7-[(hydroxy)(5-methyl-1-trityl-1H-imidazol-4-yl)methyl]-10-methylpyrido[1,2-a]indol-6(7H)-one (4 g, a mixture of the isomers A and B) in pyridine (50 ml). After being stirred at room temperature for 20 hours, the solution was evaporated in vacuo. Silica gel column chromatography (1% methanol-methylene chloride) of the oil obtained gave 7-[(acetoxy)(5-methyl-1-trityl-1H-imidazol-4-yl)methyl]8,9-dihydro-10-methylpyrido[1,2-a]indol-6(7H...